The task is: describe an organic reaction: reactants, conditions, products, and yield. This data is from the Open Reaction Database (ORD), a public repository of structured organic reaction records. The reactants are COCCBr (2-methoxyethyl bromide), OC1=C2CCC(NC2=C(C=C1)O)=O (5,8-dihydroxy-3,4-dihydrocarbostyril), C([O-])([O-])=O.[K+].[K+] (potassium carbonate), CC(=O)C (acetone). Run in O (water). Yields the product OC1=C2CCC(NC2=C(C=C1)OCCOC)=O (5-hydroxy-8-(2-methoxyethoxy)-3,4-dihydrocarbostyril). Yield: 52.4%. As a reaction SMILES: [OH:1][C:2]1[CH:11]=[CH:10][C:9]([OH:12])=[C:8]2[C:3]=1[CH2:4][CH2:5][C:6](=[O:13])[NH:7]2.C(=O)([O-])[O-].[K+].[K+].CC(C)=O.[CH3:24][O:25][CH2:26][CH2:27]Br>O>[OH:1][C:2]1[CH:11]=[CH:10][C:9]([O:12][CH2:27][CH2:26][O:25][CH3:24])=[C:8]2[C:3]=1[CH2:4][CH2:5][C:6](=[O:13])[NH:7]2 |f:1.2.3|. Procedure details: 21.6 g of 5,8-dihydroxy-3,4-dihydrocarbostyril and 19.9 g of potassium carbonate were added to a mixture comprising 480 ml of acetone and 120 ml of water, and the resulting mixture was stirred while refluxing for 30 minutes. 76 g of 2-methoxyethyl bromide was then added thereto followed by stirring while refluxing for 8 hours. The solvent was evaporated, and water was added to the residue. The mixture was extracted with diethyl ether. The aqueous layer was rendered acidic with hydrochloric acid ... Reactants: NC1=C(OC=2C=C(C=CC2)C(C)O)C=CC(=C1)Cl (1-[3-(2-Amino-4-chloro-phenoxy)-phenyl]-ethanol), C1(=CC=CC=C1)P(=O)(C1=CC=CC=C1)N=[N+]=[N-] (diphenylphosphoryl azide), O (water), 1,8-diazabicyclo[4.3.0]undec-7-ene. The solvent is C1(=CC=CC=C1)C (toluene). Run at temperature 25 celsius, time 18 hour. Product: N(=[N+]=[N-])C(C)C=1C=C(OC2=C(C=C(C=C2)Cl)N)C=CC1 (2-[3-(1-Azido-ethyl)-phenoxy]-5-chloro-phenylamine). RXN SMILES: [NH2:1][C:2]1[CH:17]=[C:16]([Cl:18])[CH:15]=[CH:14][C:3]=1[O:4][C:5]1[CH:6]=[C:7]([CH:11](O)[CH3:12])[CH:8]=[CH:9][CH:10]=1.C1(P([N:33]=[N+:34]=[N-:35])(C2C=CC=CC=2)=O)C=CC=CC=1.O>C1(C)C=CC=CC=1>[N:33]([CH:11]([C:7]1[CH:6]=[C:5]([CH:10]=[CH:9][CH:8]=1)[O:4][C:3]1[CH:14]=[CH:15][C:16]([Cl:18])=[CH:17][C:2]=1[NH2:1])[CH3:12])=[N+:34]=[N-:35]. Procedure: To the product from Example 170c in toluene (25 mL) was added diphenylphosphoryl azide (1.72 g, 6.23 mmol), followed by 1,8-diazabicyclo[4.3.0]undec-7-ene (0.95 g, 6.2 mmol). The mixture was stirred at 25° C. for 18 h. The reaction was poured into water and extracted with ethyl acetate. The combined organic layers were washed with water, brine, dried over sodium sulfate, filtered and concentrated under vacuum giving the title compound. The crude product was purified on silica gel, eluting with h... The reactants are Cl.N[C@@H](CCCCN)C(=O)O (lysine monohydrochloride), [OH-].[Na+] (NaOH), C(C1CO1)OCC=C (allyl glycidyl ether). The product is N[C@@H](CCCCN)C(=O)O.C(C1CO1)OCC=C (lysine Allyl Glycidyl Ether). Isolated yield 62.5%. Reaction SMILES: Cl.[NH2:2][C@H:3]([C:9]([OH:11])=[O:10])[CH2:4][CH2:5][CH2:6][CH2:7][NH2:8].[OH-].[Na+].[CH2:14]([O:18][CH2:19][CH:20]=[CH2:21])[CH:15]1[O:17][CH2:16]1>>[NH2:2][C@H:3]([C:9]([OH:11])=[O:10])[CH2:4][CH2:5][CH2:6][CH2:7][NH2:8].[CH2:14]([O:18][CH2:19][CH:20]=[CH2:21])[CH:15]1[O:17][CH2:16]1 |f:0.1,2.3,5.6|. Reported procedure: 10.0 g (54.7 mmol) of lysine monohydrochloride and a 31.8% NaOH solution (5.0 g of deionized water/8.75 g 50% NaOH) are placed into a round-bottomed flask equipped with a stirrer, nitrogen inlet and a thermoregulator. This mixture is heated with stirring. When a temperature of 650° C. is reached, 6.25 g (54.7 mmol) allyl glycidyl ether (AGE) is added over a one hour period. The reaction mixture is then stirred for two hours at 65° C., after which time the reaction is complete as determined by ga... The reactants are BrC1=CC(N(C=C1)C(C(=O)O)CC1CC1)=O (2-(4-bromo-2-oxopyridin-1(2H)-yl)-3-cyclopropylpropanoic acid), NC1=CC=C(C(=O)OC(C)(C)C)C=C1 (tert-butyl 4-aminobenzoate). Reaction SMILES: [Br:1][C:2]1[CH:7]=[CH:6][N:5]([CH:8]([CH2:12][CH:13]2[CH2:15][CH2:14]2)[C:9]([OH:11])=O)[C:4](=[O:16])[CH:3]=1.[NH2:17][C:18]1[CH:30]=[CH:29][C:21]([C:22]([O:24][C:25]([CH3:28])([CH3:27])[CH3:26])=[O:23])=[CH:20][CH:19]=1>>[Br:1][C:2]1[CH:7]=[CH:6][N:5]([CH:8]([CH2:12][CH:13]2[CH2:15][CH2:14]2)[C:9]([NH:17][C:18]2[CH:30]=[CH:29][C:21]([C:22]([O:24][C:25]([CH3:26])([CH3:27])[CH3:28])=[O:23])=[CH:20][CH:19]=2)=[O:11])[C:4](=[O:16])[CH:3]=1. Procedure: 290 mg (purity 94%, 0.95 mmol) of 2-(4-bromo-2-oxopyridin-1(2H)-yl)-3-cyclopropylpropanoic acid (racemate) and 1.1 eq. of tert-butyl 4-aminobenzoate were reacted according to General Method 5A. Yield: 114 mg (purity 80%, 21% of theory) Product: BrC1=CC(N(C=C1)C(C(=O)NC1=CC=C(C(=O)OC(C)(C)C)C=C1)CC1CC1)=O (tert-Butyl 4-{[2-(4-bromo-2-oxopyridin-1(2H)-yl)-3-cyclopropylpropanoyl]amino}benzoate).